Dataset: the Open Reaction Database (ORD), a public repository of structured organic reaction records. Task: describe an organic reaction: reactants, conditions, products, and yield Reactants: NC=1C=C(C=CC1S)C(F)(F)F (3-Amino-4-mercaptobenzotrifluoride), N1=CC=C(C=C1)C=O (4-pyridine carboxaldehyde). The product is FC(C=1C=CC2=C(N=C(S2)C2=CC=NC=C2)C1)(F)F (4-(5-Trifluoromethylbenzothiazol-2-yl)pyridine). Isolated yield 89.2%. RXN SMILES: [NH2:1][C:2]1[CH:3]=[C:4]([C:9]([F:12])([F:11])[F:10])[CH:5]=[CH:6][C:7]=1[SH:8].[N:13]1[CH:18]=[CH:17][C:16]([CH:19]=O)=[CH:15][CH:14]=1>>[F:11][C:9]([F:12])([F:10])[C:4]1[CH:5]=[CH:6][C:7]2[S:8][C:19]([C:16]3[CH:17]=[CH:18][N:13]=[CH:14][CH:15]=3)=[N:1][C:2]=2[CH:3]=1. Procedure details: 3-Amino-4-mercaptobenzotrifluoride (8.5 g, 0.04 mol) and 4-pyridine carboxaldehyde (4.2 ml, 0.04 mol) were reacted as exemplified in Example 7 step 1, to afford the title compound as a brown solid (10 g, 89%). δH (CDCl3), 7.69 (1H, d of d, J 8.4Hz, J 1.7Hz, ArH), 7.93 (2H, m, ArH), 8.06 (1H, d, J 8.4Hz, ArH), 8.40 (1H, d, J 0.7Hz, ArH), 8.81 (2H, m, ArH). m/z (ES+) 281 (M+1)+. Starting materials: COC(=O)Nc1nc2c(OC)ccc([N+](=O)[O-])c2s1, CO, ClCCl, [H][H], O=[Pt]=O. Product: COC(=O)Nc1nc2c(OC)ccc(N)c2s1. RXN SMILES: [CH3:1][O:2][C:3]([NH:4][c:5]1[s:6][c:7]2[c:8]([n:9]1)[c:10]([O:17][CH3:18])[cH:11][cH:12][c:13]2[N+:14]([O-:15])=[O:16])=[O:19].[CH3:22][OH:23].[Cl:24][CH2:25][Cl:26].[H:20][H:21].[Pt:27](=[O:28])=[O:29]>>[CH3:1][O:2][C:3]([NH:4][c:5]1[s:6][c:7]2[c:8]([n:9]1)[c:10]([O:17][CH3:18])[cH:11][cH:12][c:13]2[NH2:14])=[O:19].